This data is from the Open Reaction Database (ORD), a public repository of structured organic reaction records. The task is: describe an organic reaction: reactants, conditions, products, and yield The reactants are BrC1=CC=C(C(=N1)C)[N+](=O)[O-] (6-bromo-2-methyl-3-nitropyridine), N1CCOCC1 (morpholine). Solvent: C(C)O (ethanol). Conditions: temperature 70 celsius, time 5 hour. Yields the product CC1=C(C=CC(=N1)N1CCOCC1)[N+](=O)[O-] (4-(6-methyl-5-nitro-2-pyridinyl)morpholine). The yield is 69.7%. RXN SMILES: Br[C:2]1[N:7]=[C:6]([CH3:8])[C:5]([N+:9]([O-:11])=[O:10])=[CH:4][CH:3]=1.[NH:12]1[CH2:17][CH2:16][O:15][CH2:14][CH2:13]1>C(O)C>[CH3:8][C:6]1[N:7]=[C:2]([N:12]2[CH2:17][CH2:16][O:15][CH2:14][CH2:13]2)[CH:3]=[CH:4][C:5]=1[N+:9]([O-:11])=[O:10]. Procedure: To a solution of 6-bromo-2-methyl-3-nitropyridine (2.05 g, 9.45 mmol) in ethanol (10 mL) was added morpholine (1.728 mL, 19.84 mmol) and the reaction mixture was stirred at 70° C. for 5 hours. The reaction mixture was allowed to cool to room temperature causing a precipitate. The solid was collected by filtration and washed with ethanol (5 mL), then dried in vacuo. The crude was redissolved in a mixture of saturated sodium carbonate solution and ethyl acetate. The organic phase was separated, wa... Starting materials: CC(C)(C)OC(=O)N1CCC(C=CC(=O)N2CCCC(C(=O)NCC(CO)C(=O)O)C2)CC1, CCOC(C)=O, Cl. Product: Cl, O=C(O)C(CO)CNC(=O)C1CCCN(C(=O)C=CC2CCNCC2)C1. As a reaction SMILES: [C:1]([O:2][C:3](=[O:4])[N:8]1[CH2:9][CH2:10][CH:11]([CH:14]=[CH:15][C:16](=[O:17])[N:18]2[CH2:19][CH:20]([C:24](=[O:25])[NH:26][CH2:27][CH:28]([C:29](=[O:30])[OH:31])[CH2:32][OH:33])[CH2:21][CH2:22][CH2:23]2)[CH2:12][CH2:13]1)([CH3:5])([CH3:6])[CH3:7].[CH3:35][CH2:36][O:37][C:38](=[O:39])[CH3:40].[ClH:34]>>[ClH:34].[NH:8]1[CH2:9][CH2:10][CH:11]([CH:14]=[CH:15][C:16](=[O:17])[N:18]2[CH2:19][CH:20]([C:24](=[O:25])[NH:26][CH2:27][CH:28]([C:29](=[O:30])[OH:31])[CH2:32][OH:33])[CH2:21][CH2:22][CH2:23]2)[CH2:12][CH2:13]1. Reactants: CCOCC, CN(C)C=O, [H][H], O=c1c(C2=NS(=O)(=O)c3cc(C4=CCCS4(=O)=O)ccc3N2)c(O)c2cccn2n1Cc1ccc(F)cc1. Product: O=c1c(C2=NS(=O)(=O)c3cc(C4CCCS4(=O)=O)ccc3N2)c(O)c2cccn2n1Cc1ccc(F)cc1. As a reaction SMILES: [CH3:41][CH2:42][O:43][CH2:44][CH3:45].[CH3:46][N:47]([CH3:48])[CH:49]=[O:50].[H:39][H:40].[O:1]=[S:2]1(=[O:38])[C:3]([c:7]2[cH:8][c:9]3[c:10]([cH:36][cH:37]2)[NH:11][C:12]([c:17]2[c:18]([OH:35])[c:19]4[n:20]([n:21]([CH2:24][c:25]5[cH:26][cH:27][c:28]([F:31])[cH:29][cH:30]5)[c:22]2=[O:23])[cH:32][cH:33][cH:34]4)=[N:13][S:14]3(=[O:15])=[O:16])=[CH:4][CH2:5][CH2:6]1>>[O:1]=[S:2]1(=[O:38])[CH:3]([c:7]2[cH:8][c:9]3[c:10]([cH:36][cH:37]2)[NH:11][C:12]([c:17]2[c:18]([OH:35])[c:19]4[n:20]([n:21]([CH2:24][c:25]5[cH:26][cH:27][c:28]([F:31])[cH:29][cH:30]5)[c:22]2=[O:23])[cH:32][cH:33][cH:34]4)=[N:13][S:14]3(=[O:15])=[O:16])[CH2:4][CH2:5][CH2:6]1. The reactants are OO (hydrogen peroxide), C1(=CC=CC=C1)SC1=NC=C(C=N1)Cl (2-phenylthio-5-chloropyrimidine). The solvent is C(C)(=O)O (acetic acid). Reaction conditions: time 60 hour. Yields the product C1(=CC=CC=C1)S(=O)C1=NC=C(C=N1)Cl (2-Phenylsulfinyl-5-chloropyrimidine). The yield is 50.0%. Reaction SMILES: [OH:1]O.[C:3]1([S:9][C:10]2[N:15]=[CH:14][C:13]([Cl:16])=[CH:12][N:11]=2)[CH:8]=[CH:7][CH:6]=[CH:5][CH:4]=1>C(O)(=O)C>[C:3]1([S:9]([C:10]2[N:15]=[CH:14][C:13]([Cl:16])=[CH:12][N:11]=2)=[O:1])[CH:4]=[CH:5][CH:6]=[CH:7][CH:8]=1. Procedure details: 30% hydrogen peroxide solution (0.8 g) was added to a solution of 2-phenylthio-5-chloropyrimidine (5 mmol) in acetic acid (4 ml) and left at room temperature for 60 h). The solution was then diluted (25 ml) and the precipitate purified by thick-layer (2 mm) chromatography on silica gel 60F (Merck). The plates were developed with EtOAc; yield 50% m.p. 115° C. (ligroin). 1H NMR (CDCl3): δ7.4 and 7.8 (Ph), 8.71 (H-4, H-6).